Dataset: the Open Reaction Database (ORD), a public repository of structured organic reaction records. Task: describe an organic reaction: reactants, conditions, products, and yield The reactants are C1CCOC1, CC(C)(C)[O-], CCOC(C)=O, COC(=O)CCC(C(N)=O)N1Cc2c(OCc3ccc(CN4CCN(C)CC4)cc3)cccc2C1=O, [K+]. Reaction SMILES: [CH2:43]1[O:44][CH2:45][CH2:46][CH2:47]1.[CH3:1][C:2]([CH3:3])([O-:4])[CH3:5].[CH3:48][CH2:49][O:50][C:51](=[O:52])[CH3:53].[CH3:7][O:8][C:9]([CH2:10][CH2:11][CH:12]([N:13]1[C:14](=[O:38])[c:15]2[cH:16][cH:17][cH:18][c:19]([O:22][CH2:23][c:24]3[cH:25][cH:26][c:27]([CH2:30][N:31]4[CH2:32][CH2:33][N:34]([CH3:37])[CH2:35][CH2:36]4)[cH:28][cH:29]3)[c:20]2[CH2:21]1)[C:39]([NH2:40])=[O:41])=[O:42].[K+:6]>>[C:9]1(=[O:42])[CH2:10][CH2:11][CH:12]([N:13]2[C:14](=[O:38])[c:15]3[cH:16][cH:17][cH:18][c:19]([O:22][CH2:23][c:24]4[cH:25][cH:26][c:27]([CH2:30][N:31]5[CH2:32][CH2:33][N:34]([CH3:37])[CH2:35][CH2:36]5)[cH:28][cH:29]4)[c:20]3[CH2:21]2)[C:39](=[O:41])[NH:40]1. Product: CN1CCN(Cc2ccc(COc3cccc4c3CN(C3CCC(=O)NC3=O)C4=O)cc2)CC1. The reactants are C(#N)CCC1=CC=NC=C1 (4-[2-cyanoethyl]pyridine), NCCCCN (1,4-diaminobutane), C1(=CC=C(C=C1)S(=O)(=O)O)C.C1(=CC=C(C=C1)S(=O)(=O)O)C.NCCCCN (1,4-diaminobutane di-p-toluenesulfonate), CC[O-].[Na+] (EtONa). Solvent: C(C)O (ethanol). Product: N1=CC=C(C=C1)CCC=1NCCCCN1 (4,5,6,7-tetrahydro-2[2-(4-pyridyl)ethyl]-1H-1,3-diazepine). Yield: 93.6%. As a reaction SMILES: [C:1]([CH2:3][CH2:4][C:5]1[CH:10]=[CH:9][N:8]=[CH:7][CH:6]=1)#[N:2].[NH2:11][CH2:12][CH2:13][CH2:14][CH2:15]N.C1(C)C=CC(S(O)(=O)=O)=CC=1.C1(C)C=CC(S(O)(=O)=O)=CC=1.NCCCCN.CC[O-].[Na+]>C(O)C>[N:8]1[CH:9]=[CH:10][C:5]([CH2:4][CH2:3][C:1]2[NH:11][CH2:12][CH2:13][CH2:14][CH2:15][N:2]=2)=[CH:6][CH:7]=1 |f:2.3.4,5.6|. Procedure: The mixture of 4-[2-cyanoethyl]pyridine (1.32 g, 0.01M), 1,4-diaminobutane (0.88 g, 0.01M) and 1,4-diaminobutane di-p-toluenesulfonate (4.32 g, 0.01M) was heated at about 190° to about 200° C. for 4 hrs. The residue was stirred with ethanol (20 ml) which contained EtONa (0.02M) and filtered. The filtrate was concentrated and distilled at 0.07 mmHg and a temperature of about 180° to about 200° C. to give 4,5,6,7-tetrahydro-2[2-(4-pyridyl)ethyl]-1H-1,3-diazepine (1.9 g, 93% yield). Starting materials: C(C=C)ON(S(=O)(=O)C1=C(C=CC=C1)[N+](=O)[O-])[C@@H]1C=C([C@H](N(C1)C(=O)OC(C)(C)C)CO[Si](C)(C)C(C)(C)C)C ((2S,5R)-tert-butyl 5-(N-(allyloxy)-2-nitrophenylsulfonamido)-2-((tert-butyldimethylsilyloxy)methyl)-3-methyl-5,6-dihydropyridine-1(2H)-carboxylate), [Si](C)(C)(C(C)(C)C)OC[C@H]1N(C[C@H](C=C1C(C)C)O)C(=O)OC(C)(C)C ((2S,5S)-tert-butyl 2-((tert-butyldimethylsilyloxy)methyl)-5-hydroxy-3-isopropyl-5,6-dihydropyridine-1(2H)-carboxylate), [Si](C)(C)(C(C)(C)C)OC[C@H]1N(C[C@H](C=C1C(C)C)O)C(=O)OC(C)(C)C ((2S,5S)-tert-butyl 2-((tert-butyldimethylsilyloxy)methyl)-5-hydroxy-3-isopropyl-5,6-dihydropyridine-1(2H)-carboxylate). The product is C(C=C)ON(S(=O)(=O)C1=C(C=CC=C1)[N+](=O)[O-])[C@@H]1C=C([C@H](N(C1)C(=O)OC(C)(C)C)CO[Si](C)(C)C(C)(C)C)C(C)C ((2S,5R)-tert-butyl 5-(N-(allyloxy)-2-nitrophenylsulfonamido)-2-((tert-butyldimethylsilyloxy)methyl)-3-isopropyl-5,6-dihydropyridine-1(2H)-carboxylate). Yield: 78.0%. Reaction SMILES: [CH2:1]([O:4][N:5]([C@H]1CN(C(OC(C)(C)C)=O)[C@H](CO[Si](C(C)(C)C)(C)C)C(C)=C1)[S:6]([C:9]1[CH:14]=[CH:13][CH:12]=[CH:11][C:10]=1[N+:15]([O-:17])=[O:16])(=[O:8])=[O:7])[CH:2]=[CH2:3].[Si:41]([O:48][CH2:49][C@@H:50]1[C:55]([CH:56]([CH3:58])[CH3:57])=[CH:54][C@H:53](O)[CH2:52][N:51]1[C:60]([O:62][C:63]([CH3:66])([CH3:65])[CH3:64])=[O:61])([C:44]([CH3:47])([CH3:46])[CH3:45])([CH3:43])[CH3:42]>>[CH2:1]([O:4][N:5]([C@H:53]1[CH2:52][N:51]([C:60]([O:62][C:63]([CH3:65])([CH3:64])[CH3:66])=[O:61])[C@H:50]([CH2:49][O:48][Si:41]([C:44]([CH3:47])([CH3:46])[CH3:45])([CH3:42])[CH3:43])[C:55]([CH:56]([CH3:58])[CH3:57])=[CH:54]1)[S:6]([C:9]1[CH:14]=[CH:13][CH:12]=[CH:11][C:10]=1[N+:15]([O-:17])=[O:16])(=[O:8])=[O:7])[CH:2]=[CH2:3]. Procedure: (2S,5R)-tert-butyl 5-(N-(allyloxy)-2-nitrophenylsulfonamido)-2-((tert-butyldimethylsilyloxy)methyl)-3-isopropyl-5,6-dihydropyridine-1(2H)-carboxylate (0.928 g, 78%) was prepared as described in Intermediate 80 as a pale yellow oil, using (2S,5S)-tert-butyl 2-((tert-butyldimethylsilyloxy)methyl)-5-hydroxy-3-isopropyl-5,6-dihydropyridine-1(2H)-carboxylate (Intermediate 90, 0.731 g, 1.90 mmol) as a starting material. Reactants: BrCCCCCBr, C1CCOC1, CC(C)[N-]C(C)C, CCCCOC(=O)C1CCCC1, [Cl-], [Li+], [NH4+]. Yields the product CCCCOC(=O)C1(CCCCCBr)CCCC1. RXN SMILES: [Br:13][CH2:14][CH2:15][CH2:16][CH2:17][CH2:18][Br:19].[CH2:30]1[O:31][CH2:32][CH2:33][CH2:34]1.[CH3:21][CH:22]([N-:23][CH:24]([CH3:25])[CH3:26])[CH3:27].[CH:1]1([C:6](=[O:7])[O:8][CH2:9][CH2:10][CH2:11][CH3:12])[CH2:2][CH2:3][CH2:4][CH2:5]1.[Cl-:28].[Li+:20].[NH4+:29]>>[C:1]1([C:6](=[O:7])[O:8][CH2:9][CH2:10][CH2:11][CH3:12])([CH2:18][CH2:17][CH2:16][CH2:15][CH2:14][Br:13])[CH2:2][CH2:3][CH2:4][CH2:5]1.